Dataset: the Open Reaction Database (ORD), a public repository of structured organic reaction records. Task: describe an organic reaction: reactants, conditions, products, and yield RXN SMILES: Cl.[C@H:2]12[CH2:8][C@H:5]([NH:6][CH2:7]1)[CH2:4][N:3]2[CH2:9][C@@H:10]([C:12]1[C:13]([CH3:22])=[C:14]2[C:18](=[CH:19][CH:20]=1)[C:17](=[O:21])[O:16][CH2:15]2)[OH:11].[CH3:23][C:24]1[CH:25]=[C:26]([S:35](Cl)(=[O:37])=[O:36])[CH:27]=[CH:28][C:29]=1[N:30]1[CH:34]=[N:33][N:32]=[N:31]1>>[OH:11][C@H:10]([C:12]1[C:13]([CH3:22])=[C:14]2[C:18](=[CH:19][CH:20]=1)[C:17](=[O:21])[O:16][CH2:15]2)[CH2:9][N:3]1[CH2:4][C@@H:5]2[CH2:8][C@H:2]1[CH2:7][N:6]2[S:35]([C:26]1[CH:27]=[CH:28][C:29]([N:30]2[CH:34]=[N:33][N:32]=[N:31]2)=[C:24]([CH3:23])[CH:25]=1)(=[O:37])=[O:36] |f:0.1|. The product is O[C@@H](CN1[C@@H]2CN([C@H](C1)C2)S(=O)(=O)C2=CC(=C(C=C2)N2N=NN=C2)C)C=2C(=C1COC(C1=CC2)=O)C (5-((R)-1-Hydroxy-2-((1S,4S)-5-(3-methyl-4-(1H-tetrazol-1-yl)phenylsulfonyl)-2,5-diazabicyclo[2.2.1]heptan-2-yl)ethyl)-4-methylisobenzofuran-1 (3H)-one). The reactants are Cl.[C@@H]12N(C[C@@H](NC1)C2)C[C@H](O)C=2C(=C1COC(C1=CC2)=O)C (5-((R)-2-((1S,4S)-2,5-diazabicyclo[2.2.1]heptan-2-yl)-1-hydroxyethyl)-4-methylisobenzofuran-1(3H)-one hydrochloride), Cl.[C@@H]12N(C[C@@H](NC1)C2)C[C@H](O)C=2C(=C1COC(C1=CC2)=O)C (5-((R)-2-((1S,4S)-2,5-diazabicyclo[2.2.1]heptan-2-yl)-1-hydroxyethyl)-4-methylisobenzofuran-1(3H)-one hydrochloride), CC=1C=C(C=CC1N1N=NN=C1)S(=O)(=O)Cl (3-methyl-4-(1H-tetrazol-1-yl)benzene-1-sulfonyl chloride). Reported procedure: 5-((R)-1-Hydroxy-2-((1S,4S)-5-(3-methyl-4-(1H-tetrazol-1-yl)phenylsulfonyl)-2,5-diazabicyclo[2.2.1]heptan-2-yl)ethyl)-4-methylisobenzofuran-1 (3H)-one was prepared in a similar fashion to that described for the synthesis of EXAMPLE 3 starting from 5-((R)-2-((1S,4S)-2,5-diazabicyclo[2.2.1]heptan-2-yl)-1-hydroxyethyl)-4-methylisobenzofuran-1 (3H)-one hydrochloride (INTERMEDIATE 14) and commercially available 3-methyl-4-(1H-tetrazol-1-yl)benzene-1-sulfonyl chloride. The reactants are CCOC(=O)c1cnn2cc(Br)cc(OC)c12, Br, CCOC(C)=O, [Na+], [OH-]. Product: COc1cc(Br)cn2nccc12. Reaction SMILES: [Br:1][c:2]1[cH:3][c:4]([O:16][CH3:17])[c:5]2[n:6]([cH:7]1)[n:8][cH:9][c:10]2[C:11]([O:12][CH2:13][CH3:14])=[O:15].[BrH:18].[CH3:21][CH2:22][O:23][C:24](=[O:25])[CH3:26].[Na+:20].[OH-:19]>>[Br:1][c:2]1[cH:3][c:4]([O:16][CH3:17])[c:5]2[n:6]([cH:7]1)[n:8][cH:9][cH:10]2. Reactants: C1CCOC1, CC(=O)O, c1cncc(OCCOC2CCCCO2)c1, O. Product: OCCOc1cccnc1. RXN SMILES: [CH2:21]1[O:22][CH2:23][CH2:24][CH2:25]1.[CH3:17][C:18](=[O:19])[OH:20].[O:1]1[CH2:2][CH2:3][CH2:4][CH2:5][CH:6]1[O:7][CH2:8][CH2:9][O:10][c:11]1[cH:12][n:13][cH:14][cH:15][cH:16]1.[OH2:26]>>[OH:7][CH2:8][CH2:9][O:10][c:11]1[cH:12][n:13][cH:14][cH:15][cH:16]1. Reactants: ClC(=CC(C(C(=O)OCC)C(C)C)C)Cl (ethyl 5,5-dichloro-3-methyl-2-isopropyl-4-pentenoate), [OH-].[Na+] (sodium hydroxide), O (water). The solvent is C(C)O (ethanol). Yields the product ClC(=CC(C(C(=O)O)C(C)C)C)Cl (5,5-dichloro-3-methyl-2-isopropyl-4-pentenoic acid). The yield is 82.1%. As a reaction SMILES: [Cl:1][C:2]([Cl:15])=[CH:3][CH:4]([CH3:14])[CH:5]([CH:11]([CH3:13])[CH3:12])[C:6]([O:8]CC)=[O:7].[OH-].[Na+].O>C(O)C>[Cl:1][C:2]([Cl:15])=[CH:3][CH:4]([CH3:14])[CH:5]([CH:11]([CH3:12])[CH3:13])[C:6]([OH:8])=[O:7] |f:1.2|. Procedure details: A solution of 23.41 g (0.0925 mol) of ethyl 5,5-dichloro-3-methyl-2-isopropyl-4-pentenoate, 11.10 g (0.278 mol) of sodium hydroxide, 40 ml of water, and 40 ml of ethanol was refluxed for 3 days under N2, the solvent was concentrated on the rotary evaporator, the residue taken up in 300 ml of water and extracted 2× with ether. The aqueous layer was acidified with conc. HCl, then extracted 3× with 150 ml of ether. The combined ether extracts were washed with water, dried (MgSO4), and stripped to g... Starting materials: [BH4-], CO, Cl, [Li+], N#Cc1cccc(C=Nn2c(=O)c(C3=NS(=O)(=O)c4ccccc4N3)c(O)c3ccccc32)c1, C1CCOC1, O. Product: N#Cc1cccc(CNn2c(=O)c(C3=NS(=O)(=O)c4ccccc4N3)c(O)c3ccccc32)c1. As a reaction SMILES: [BH4-:37].[CH3:35][OH:36].[ClH:39].[Li+:38].[O:1]=[S:2]1(=[O:34])[N:3]=[C:4]([c:12]2[c:13](=[O:33])[n:14]([N:23]=[CH:24][c:25]3[cH:26][c:27]([C:28]#[N:29])[cH:30][cH:31][cH:32]3)[c:15]3[cH:16][cH:17][cH:18][cH:19][c:20]3[c:21]2[OH:22])[NH:5][c:6]2[c:7]1[cH:8][cH:9][cH:10][cH:11]2.[O:40]1[CH2:41][CH2:42][CH2:43][CH2:44]1.[OH2:45]>>[O:1]=[S:2]1(=[O:34])[N:3]=[C:4]([c:12]2[c:13](=[O:33])[n:14]([NH:23][CH2:24][c:25]3[cH:26][c:27]([C:28]#[N:29])[cH:30][cH:31][cH:32]3)[c:15]3[cH:16][cH:17][cH:18][cH:19][c:20]3[c:21]2[OH:22])[NH:5][c:6]2[c:7]1[cH:8][cH:9][cH:10][cH:11]2. The reactants are C(C)OC(=O)N1C(C(=O)O)C(CCC1)(C)C (1-ethoxy carbonyl-3,3-dimethyl pipecolic acid), C(C(=O)Cl)(=O)Cl (oxalyl chloride), N1CCCC1 (pyrrolidine). Solvent: C(Cl)Cl (methylene chloride), C(Cl)Cl (methylene chloride). Run at time 24 hour. The product is N1(CCCC1)C(=O)C1NCCCC1(C)C (2-(pyrrolidin-1-yl)carbonyl-3,3-dimethyl piperidine). The yield is 54.9%. As a reaction SMILES: C(OC([N:6]1[CH2:14][CH2:13][CH2:12][C:11]([CH3:16])([CH3:15])[CH:7]1[C:8]([OH:10])=O)=O)C.C(Cl)(=O)C(Cl)=O.[NH:23]1[CH2:27][CH2:26][CH2:25][CH2:24]1>C(Cl)Cl>[N:23]1([C:8]([CH:7]2[C:11]([CH3:15])([CH3:16])[CH2:12][CH2:13][CH2:14][NH:6]2)=[O:10])[CH2:27][CH2:26][CH2:25][CH2:24]1. Procedure: To a stirred solution of 5.6 g (0.026 moles) of 1-ethoxy carbonyl-3,3-dimethyl pipecolic acid in 50 ml of methylene chloride at 0° C., under nitrogen, were added 5.0 g (0.041 moles) of oxalyl chloride. After the addition the solution was allowed to reach room temperature, stirred 24 hours and evaporated in vacuo to dryness. The crude oily residue was dissolved in 30 ml of methylene chloride and added to a stirred solution of 4.44 g (0.062 moles) of pyrrolidine in 30 ml of methylene chloride at 0...